This data is from the Open Reaction Database (ORD), a public repository of structured organic reaction records. The task is: describe an organic reaction: reactants, conditions, products, and yield Isolated yield 30.0%. Starting materials: NC=1C=C(C(=C(C(=O)N)C1F)F)C=1C=C2C(=NC1)NC=N2 (5-amino-2,6-difluoro-(3H-imidazo[4,5-b]pyridin-6-yl)benzamide), C1(CC1)S(=O)(=O)Cl (cyclopropyl sulfonyl chloride), C(C)(C)N(CC)C(C)C (diisopropylethylamine). Procedure: A 5 mL flask was charged with 5-amino-2,6-difluoro-(3H-imidazo[4,5-b]pyridin-6-yl)benzamide (30 mg, 0.1 mmol), cyclopropyl sulfonyl chloride (10 mg, 0.1 mmol) and diisopropylethylamine (40 μL) in CH2Cl2 (1 mL). This mixture was stirred at room temperature for 16 hours. The reaction mixture was then diluted with brine, extracted with EtOAc (2×), extracts washed with water (1×), dried over sodium sulfate and concentrated under reduced pressure. The resulting crude product was purified via silica g... Run in C(Cl)Cl (CH2Cl2), [Cl-].[Na+].O (brine). The product is C1(CC1)S(=O)(=O)NC=1C(=C(C(=O)NC=2C=C3C(=NC2)NC=C3)C(=CC1)F)F (3-(cyclopropanesulfonamido)-2,6-difluoro-N-(1H-pyrrolo[2,3-b]pyridin-5-yl)benzamide). As a reaction SMILES: [NH2:1][C:2]1[CH:3]=[C:4](C2C=C3N=CNC3=NC=2)[C:5]([F:12])=[C:6]([C:10]=1[F:11])[C:7]([NH2:9])=[O:8].[CH:22]1([S:25](Cl)(=[O:27])=[O:26])[CH2:24][CH2:23]1.C([N:32]([CH:35]([CH3:37])C)[CH2:33][CH3:34])(C)C>C(Cl)Cl.[Cl-].[Na+].O>[CH:22]1([S:25]([NH:1][C:2]2[C:10]([F:11])=[C:6]([C:5]([F:12])=[CH:4][CH:3]=2)[C:7]([NH:9][C:10]2[CH:6]=[C:37]3[CH:34]=[CH:33][NH:32][C:35]3=[N:1][CH:2]=2)=[O:8])(=[O:27])=[O:26])[CH2:24][CH2:23]1 |f:4.5.6|. Reaction conditions: time 16 hour. The reactants are CC(=O)OC1N=C(c2ccccc2)c2cc(Cl)ccc2-n2c1cnc2C, C[O-], CO, [Na+]. Yields the product Cc1ncc2n1-c1ccc(Cl)cc1C(c1ccccc1)=NC2O. Reaction SMILES: [C:4](=[O:5])([CH3:6])[O:7][CH:8]1[c:9]2[n:10]([c:26]([CH3:29])[n:27][cH:28]2)-[c:11]2[c:12]([cH:21][c:22]([Cl:25])[cH:23][cH:24]2)[C:13]([c:15]2[cH:16][cH:17][cH:18][cH:19][cH:20]2)=[N:14]1.[CH3:1][O-:2].[CH3:30][OH:31].[Na+:3]>>[OH:7][CH:8]1[c:9]2[n:10]([c:26]([CH3:29])[n:27][cH:28]2)-[c:11]2[c:12]([cH:21][c:22]([Cl:25])[cH:23][cH:24]2)[C:13]([c:15]2[cH:16][cH:17][cH:18][cH:19][cH:20]2)=[N:14]1. The reactants are CN(C)c1cccc2c(S(=O)(=O)Nc3ccc(Cl)nn3)cccc12, C[O-], CN1CCCC1=O, CO, [Na+]. The product is COc1ccc(NS(=O)(=O)c2cccc3c(N(C)C)cccc23)nn1. RXN SMILES: [CH3:1][N:2]([c:3]1[c:4]2[cH:5][cH:6][cH:7][c:8]([S:13](=[O:14])(=[O:15])[NH:16][c:17]3[n:18][n:19][c:20]([Cl:23])[cH:21][cH:22]3)[c:9]2[cH:10][cH:11][cH:12]1)[CH3:24].[CH3:25][O-:26].[CH3:28][N:29]1[CH2:30][CH2:31][CH2:32][C:33]1=[O:34].[CH3:35][OH:36].[Na+:27]>>[CH3:1][N:2]([c:3]1[c:4]2[cH:5][cH:6][cH:7][c:8]([S:13](=[O:14])(=[O:15])[NH:16][c:17]3[n:18][n:19][c:20]([O:26][CH3:25])[cH:21][cH:22]3)[c:9]2[cH:10][cH:11][cH:12]1)[CH3:24]. Reaction SMILES: [OH:1][N:2]=[C:3]([C:5]1[C:14]([OH:15])=[C:13]2[C:8]([CH:9]=[CH:10][CH:11]=[N:12]2)=[CH:7][N:6]=1)[NH2:4].[F:16][C:17]1[CH:22]=[CH:21][C:20]([CH2:23][C:24]([Cl:26])=O)=[CH:19][CH:18]=1>O1CCOCC1>[ClH:26].[F:16][C:17]1[CH:22]=[CH:21][C:20]([CH2:23][C:24]2[O:1][N:2]=[C:3]([C:5]3[C:14]([OH:15])=[C:13]4[C:8]([CH:9]=[CH:10][CH:11]=[N:12]4)=[CH:7][N:6]=3)[N:4]=2)=[CH:19][CH:18]=1 |f:3.4|. Solvent: O1CCOCC1 (dioxane). The reactants are ON=C(N)C1=NC=C2C=CC=NC2=C1O (N′,8-dihydroxy[1,6]naphthyridine-7-carboximidamide), FC1=CC=C(C=C1)CC(=O)Cl (4-fluorophenylacetyl chloride). Conditions: temperature 160 celsius. Isolated yield 14.9%. Product: Cl.FC1=CC=C(CC2=NC(=NO2)C2=NC=C3C=CC=NC3=C2O)C=C1 (7-[5-(4-fluorobenzyl)-1,2,4-oxadiazol-3-yl][1,6]naphthyridin-8-ol hydrochloride). Procedure details: To a suspension of N′,8-dihydroxy[1,6]naphthyridine-7-carboximidamide (50 mg, 0.244 mmol) in dioxane (3 mL) was-added 4-fluorophenylacetyl chloride (40 μL, 0.293 mmol). The reaction vessel was sealed and heated at 160° C. in a microwave chamber for 10 minutes. The solids were collected on a filter, then triturated with methano/ether to provide 7-[5-(4-fluorobenzyl)-1,2,4-oxadiazol-3-yl][1,6]naphthyridin-8-ol hydrochloride (13 mg, 15%) as an orange solid. 1H NMR (CD3OD) δ 9.43 (d, J=4 Hz, 1H), 9....